From a dataset of the Open Reaction Database (ORD), a public repository of structured organic reaction records. describe an organic reaction: reactants, conditions, products, and yield Reactants: COc1ncc(Br)c(OC)n1, [Li]CCCC, C1CCOC1, CCCCCC, [Cl-], O=C1Nc2ccc(Cl)cc2C1=O, [NH4+]. The product is COc1ncc(C2(O)C(=O)Nc3ccc(Cl)cc32)c(OC)n1. As a reaction SMILES: [Br:12][c:13]1[c:14]([O:21][CH3:22])[n:15][c:16]([O:19][CH3:20])[n:17][cH:18]1.[CH2:1]([Li:2])[CH2:3][CH2:4][CH3:5].[CH2:37]1[O:38][CH2:39][CH2:40][CH2:41]1.[CH3:6][CH2:7][CH2:8][CH2:9][CH2:10][CH3:11].[Cl-:35].[Cl:23][c:24]1[cH:25][c:26]2[c:30]([cH:31][cH:32]1)[NH:29][C:28](=[O:33])[C:27]2=[O:34].[NH4+:36]>>[c:13]1([C:27]2([OH:34])[c:26]3[cH:25][c:24]([Cl:23])[cH:32][cH:31][c:30]3[NH:29][C:28]2=[O:33])[c:14]([O:21][CH3:22])[n:15][c:16]([O:19][CH3:20])[n:17][cH:18]1. Reactants: C(C)(=O)OCC (Ethyl acetate), [H-].[Na+] (sodium hydride), BrCC(=O)C1=CC=C(C=C1)Cl (2-bromo-4′-chloroacetophenone), S1C(NC(C1)=O)=O (2,4-thiazolidinedione). The solvent is CCCCCC (hexane), O (water), CN(C)C=O (DMF). Conditions: time 20 minute. The product is ClC1=CC=C(C=C1)C(CN1C(SCC1=O)=O)=O (3-(2-(4-chlorophenyl)-2-oxo-ethyl)-thiazolidine-2,4-dione). Isolated yield 80.3%. RXN SMILES: [H-].[Na+].[S:3]1[CH2:7][C:6](=[O:8])[NH:5][C:4]1=[O:9].Br[CH2:11][C:12]([C:14]1[CH:19]=[CH:18][C:17]([Cl:20])=[CH:16][CH:15]=1)=[O:13].C(OCC)(=O)C>CN(C=O)C.CCCCCC.O>[Cl:20][C:17]1[CH:18]=[CH:19][C:14]([C:12](=[O:13])[CH2:11][N:5]2[C:6](=[O:8])[CH2:7][S:3][C:4]2=[O:9])=[CH:15][CH:16]=1 |f:0.1|. Procedure details: To a suspension of 3.15 g of sodium hydride (60% in mineral oil, 78.8 mmol) in 70 mL of DMF at 0° C. was added 9.76 g (75 mmol) of 2,4-thiazolidinedione portion-wise. The reaction mixture was stirred for 20 minutes, then 17.5 g of 2-bromo-4′-chloroacetophenone (75 mmol) was added. The reaction was allowed to warm to room temperature and stirred for 5 hours. Ethyl acetate and water were added, the organic phase was separated, and washed with water and brine. The combined aqueous extracts were was... Reactants: C1(=CC=CC=C1)P(C1=CC=CC=C1)C1=CC=CC=C1 (triphenylphosphine), BrC1(C=O)CC=CC=C1 (1-bromobenzaldehyde), C([O-])([O-])=O.[Na+].[Na+] (sodium carbonate), N1=CC(=CC=C1)B(O)O (3-pyridineboronic acid). The reagents and catalysts are C(C)(=O)[O-].[Pd+2].C(C)(=O)[O-] (palladium acetate). Solvent: CN(C=O)C.O (N,N-dimethylformamide water). Run at temperature 110 celsius, time 8 hour. Yields the product N1=CC(=CC=C1)C1=C(C=O)C=CC=C1 (2-(pyridin-3-yl)benzaldehyde). Yield: 63.8%. Reaction SMILES: Br[C:2]1([CH:9]=[CH:8][CH:7]=[CH:6][CH2:5]1)[CH:3]=[O:4].C(=O)([O-])[O-].[Na+].[Na+].[N:16]1[CH:21]=[CH:20][CH:19]=[C:18](B(O)O)[CH:17]=1.C1(P(C2C=CC=CC=2)C2C=CC=CC=2)C=CC=CC=1>CN(C)C=O.O.C([O-])(=O)C.[Pd+2].C([O-])(=O)C>[N:16]1[CH:21]=[CH:20][CH:19]=[C:18]([C:5]2[CH:6]=[CH:7][CH:8]=[CH:9][C:2]=2[CH:3]=[O:4])[CH:17]=1 |f:1.2.3,6.7,8.9.10|. Procedure details: To a suspension of 1-bromobenzaldehyde (250 μL, 2.14 mmol), sodium carbonate (270 mg, 2.55 mmol), and 3-pyridineboronic acid (289 mg, 2.35 mmol) in 4.2 mL of N,N-dimethylformamide/water (2:1) were added palladium acetate (24 mg, 0.11 mmol) and triphenylphosphine (115 mg, 0.44 mmol) under nitrogen. After being stirred at 110° C. overnight, the reaction mixture was filtered. The filtrate was diluted with chloroform, and the solution was washed with brine, and dried over MgSO4. After filtration, th... Starting materials: BrCC(=O)OCC (ethyl bromoacetate), [Na].OC(=C[N+](=O)[O-])C(OC1=C(C=CC=C1)OC)C1=CC=CC=C1 (2-hydroxy-3-phenyl-3-(2-methoxy-phenoxy)-1-nitro-propene sodium salt), O (water). Solvent: C1CCOC1 (THF). Reaction conditions: temperature 0 celsius, time 48 hour. The product is C(C)OC(=O)COC(=C[N+](=O)[O-])C(OC1=C(C=CC=C1)OC)C1=CC=CC=C1 (2-ethoxycarbonylmethyloxy-3-phenyl-3-(2-methoxy-phenoxy)-1-nitropropene). Isolated yield 70.0%. Reaction SMILES: [Na].[OH:2][C:3]([CH:8]([C:18]1[CH:23]=[CH:22][CH:21]=[CH:20][CH:19]=1)[O:9][C:10]1[CH:15]=[CH:14][CH:13]=[CH:12][C:11]=1[O:16][CH3:17])=[CH:4][N+:5]([O-:7])=[O:6].Br[CH2:25][C:26]([O:28][CH2:29][CH3:30])=[O:27].O>C1COCC1>[CH2:29]([O:28][C:26]([CH2:25][O:2][C:3]([CH:8]([C:18]1[CH:23]=[CH:22][CH:21]=[CH:20][CH:19]=1)[O:9][C:10]1[CH:15]=[CH:14][CH:13]=[CH:12][C:11]=1[O:16][CH3:17])=[CH:4][N+:5]([O-:7])=[O:6])=[O:27])[CH3:30] |f:0.1,^1:0|. Procedure: To 3.23 g of 2-hydroxy-3-phenyl-3-(2-methoxy-phenoxy)-1-nitro-propene sodium salt dissolved in 50 ml of anhydrous THF there was added at 0° C. 16.7 g of ethyl bromoacetate. After 2 hours at 0° C. the mixture was stirred at room temperature for 48 hours. The mixture was poured into water and extracted with ethyl acetate. The organic extracts were washed with water, dried over Na2SO4 and concentrated to dryness. The residue was separated by column chromatography on silica gel (mobile phase: ethyl ... Starting materials: S1C2=C(C=C1CC#N)C=CC=C2 (benzo[b]thiophen-2-yl-acetonitrile), [OH-].[Na+] (NaOH), CCO.O (EtOH water), Cl (HCl). Run at temperature 80 celsius. The product is S1C2=C(C=C1CC(=O)O)C=CC=C2 (benzo[b]thiophen-2-yl-acetic acid). Reaction SMILES: [S:1]1[C:5]([CH2:6][C:7]#N)=[CH:4][C:3]2[CH:9]=[CH:10][CH:11]=[CH:12][C:2]1=2.[OH-:13].[Na+].Cl.CCO.[OH2:19]>>[S:1]1[C:5]([CH2:6][C:7]([OH:19])=[O:13])=[CH:4][C:3]2[CH:9]=[CH:10][CH:11]=[CH:12][C:2]1=2 |f:1.2,4.5|. Procedure: To a solution of benzo[b]thiophen-2-yl-acetonitrile (1 eq.) in EtOH/water (1/1) was added NaOH pellets (12 eq.). The reaction was heated at 80° C. for 4 h and then allowed to cooled down to 20° C., at which point concentrated HCl was added carefully until pH=7 was reached. The reaction mixture was partially concentrated under reduced pressure then partitioned between water and EtOAc. The aqueous layer was extracted three times with EtOAc. The organic layers were combined, dried over MgSO4, filte... The reactants are N1C(=O)NC(=O)C(C)=C1 (thymine), COC(CSCCBr)=O ([[2-bromoethyl]thio]acetic acid methyl ester), C(C)(C)OC(C)C (diisopropyl ether). Yields the product COC(CSCCN1C(NC(C(=C1)C)=O)=O)=O ([[2-[5-Methyl-2,4-(1H,3H)-pyrimidinedione-1-yl]ethyl]thio]acetic acid methyl ester). Reaction SMILES: [NH:1]1[CH:9]=[C:7]([CH3:8])[C:5](=[O:6])[NH:4][C:2]1=[O:3].[CH3:10][O:11][C:12](=[O:18])[CH2:13][S:14][CH2:15][CH2:16]Br.C(OC(C)C)(C)C>>[CH3:10][O:11][C:12](=[O:18])[CH2:13][S:14][CH2:15][CH2:16][N:1]1[CH:9]=[C:7]([CH3:8])[C:5](=[O:6])[NH:4][C:2]1=[O:3]. Procedure details: (I-7, Compound of Formula I, Where R1 is [2-[5-methyl-2,4-1H,3H-pyrimidinedione-1-yl]ethyl]thio) p A] [[2-[5-Methyl-2,4-(1H,3H)-pyrimidinedione-1-yl]ethyl]thio]acetic acid methyl ester was synthesized from thymine and [[2-bromoethyl]thio]acetic acid methyl ester as described in example 6A. Mp: 75° C. (diisopropyl ether).